Dataset: the Open Reaction Database (ORD), a public repository of structured organic reaction records. Task: describe an organic reaction: reactants, conditions, products, and yield Starting materials: COc1ccc2ncc(=O)n(C(C)CN3CCC(NC(=O)OC(C)(C)C)CC3)c2c1, ClCCl, O=C(O)C(F)(F)F. Yields the product COc1ccc2ncc(=O)n(C(C)CN3CCC(N)CC3)c2c1. As a reaction SMILES: [CH3:1][O:2][c:3]1[cH:4][cH:5][c:6]2[n:7][cH:8][c:9](=[O:30])[n:10]([CH:13]([CH2:14][N:15]3[CH2:16][CH2:17][CH:18]([NH:21][C:22](=[O:23])[O:24][C:25]([CH3:26])([CH3:27])[CH3:28])[CH2:19][CH2:20]3)[CH3:29])[c:11]2[cH:12]1.[Cl:38][CH2:39][Cl:40].[OH:31][C:32]([C:33]([F:34])([F:35])[F:36])=[O:37]>>[CH3:1][O:2][c:3]1[cH:4][cH:5][c:6]2[n:7][cH:8][c:9](=[O:30])[n:10]([CH:13]([CH2:14][N:15]3[CH2:16][CH2:17][CH:18]([NH2:21])[CH2:19][CH2:20]3)[CH3:29])[c:11]2[cH:12]1. The product is CCCCCCCCOc1ccc(C(=O)OC2CCC(CCCCCC)OC2=O)cc1C#N. Reaction SMILES: [CH2:15]([CH2:16][CH2:17][CH2:18][CH2:19][CH2:20][CH2:21][CH3:22])[O:23][c:24]1[c:25]([C:33]#[N:34])[cH:26][c:27]([C:28](=[O:29])[OH:30])[cH:31][cH:32]1.[O:35]=[C:36]([O:37][CH2:38][CH3:39])[N:40]=[N:41][C:42]([O:43][CH2:44][CH3:45])=[O:46].[OH:1][CH:2]1[C:3](=[O:4])[O:5][CH:6]([CH2:9][CH2:10][CH2:11][CH2:12][CH2:13][CH3:14])[CH2:7][CH2:8]1.[c:47]1([P:48]([c:49]2[cH:50][cH:51][cH:52][cH:53][cH:54]2)[c:55]2[cH:56][cH:57][cH:58][cH:59][cH:60]2)[cH:61][cH:62][cH:63][cH:64][cH:65]1.[cH:66]1[cH:67][cH:68][cH:69][cH:70][cH:71]1>>[O:1]([CH:2]1[C:3](=[O:4])[O:5][CH:6]([CH2:9][CH2:10][CH2:11][CH2:12][CH2:13][CH3:14])[CH2:7][CH2:8]1)[C:28]([c:27]1[cH:26][c:25]([C:33]#[N:34])[c:24]([O:23][CH2:15][CH2:16][CH2:17][CH2:18][CH2:19][CH2:20][CH2:21][CH3:22])[cH:32][cH:31]1)=[O:29]. Reactants: CCCCCCCCOc1ccc(C(=O)O)cc1C#N, CCOC(=O)N=NC(=O)OCC, CCCCCCC1CCC(O)C(=O)O1, c1ccc(P(c2ccccc2)c2ccccc2)cc1, c1ccccc1. Reactants: CC(C(C)=O)(C)C1=NC(=NO1)C (3-Methyl-3-(3-methyl-[1,2,4]oxadiazol-5-yl)-butan-2-one), C(C)(C)(C)OC(N(C)C)N(C)C (tert.-butoxy-bis-(dimethylamino)-methane). Yields the product CN(C=CC(C(C)(C1=NC(=NO1)C)C)=O)C (1-Dimethylamino-4-methyl-4-(3-methyl-[1,2,4]oxadiazol-5-yl)-pent-1-en-3-one). Reaction SMILES: [CH3:1][C:2]([C:7]1[O:11][N:10]=[C:9]([CH3:12])[N:8]=1)([CH3:6])[C:3](=[O:5])[CH3:4].C(O[CH:18](N(C)C)[N:19]([CH3:21])[CH3:20])(C)(C)C>>[CH3:18][N:19]([CH3:21])[CH:20]=[CH:4][C:3](=[O:5])[C:2]([CH3:1])([C:7]1[O:11][N:10]=[C:9]([CH3:12])[N:8]=1)[CH3:6]. Procedure: 3-Methyl-3-(3-methyl-[1,2,4]oxadiazol-5-yl)-butan-2-one (101 mg, 0.6 mmol) was reacted with tert.-butoxy-bis-(dimethylamino)-methane using in analogous manner the procedure described in example 28a) to give crude title compound (140 mg) as a yellow oil which was used directly in the next step. Starting materials: [BH4-], CO, ClCCl, CC(C)c1nc2c(n1Cc1ccc(Cl)c(Cl)c1)C(=O)CCCC2, [Na+]. Product: CC(C)c1nc2c(n1Cc1ccc(Cl)c(Cl)c1)C(O)CCCC2. RXN SMILES: [BH4-:1].[CH3:29][OH:30].[Cl:26][CH2:27][Cl:28].[Cl:3][c:4]1[cH:5][c:6]([CH2:11][n:12]2[c:13]([CH:23]([CH3:24])[CH3:25])[n:14][c:15]3[c:16]2[C:17](=[O:22])[CH2:18][CH2:19][CH2:20][CH2:21]3)[cH:7][cH:8][c:9]1[Cl:10].[Na+:2]>>[Cl:3][c:4]1[cH:5][c:6]([CH2:11][n:12]2[c:13]([CH:23]([CH3:24])[CH3:25])[n:14][c:15]3[c:16]2[CH:17]([OH:22])[CH2:18][CH2:19][CH2:20][CH2:21]3)[cH:7][cH:8][c:9]1[Cl:10]. The reactants are CCOP(=O)(CC#N)OCC, C1CCOC1, COc1cc(OC)cc(C(=O)c2cc(OC)c(OC)c(OC)c2)c1, C[Si](C)(C)[N-][Si](C)(C)C, [K+], COc1cc(OC)cc(C(=CC#N)c2ccc3c(c2)OCCO3)c1. Yields the product COc1cc(OC)cc(C(=CC#N)c2cc(OC)c(OC)c(OC)c2)c1. As a reaction SMILES: [CH2:25]([O:26][P:27](=[O:28])([O:29][CH2:30][CH3:31])[CH2:33][C:34]#[N:35])[CH3:32].[CH2:70]1[O:71][CH2:72][CH2:73][CH2:74]1.[CH3:1][O:2][c:3]1[cH:4][c:5]([C:11](=[O:12])[c:13]2[cH:14][c:15]([O:23][CH3:24])[c:16]([O:21][CH3:22])[c:17]([O:19][CH3:20])[cH:18]2)[cH:6][c:7]([O:9][CH3:10])[cH:8]1.[CH3:36][Si:37]([N-:38][Si:39]([CH3:40])([CH3:41])[CH3:42])([CH3:43])[CH3:44].[K+:45].[O:46]1[c:47]2[cH:48][cH:49][c:50]([C:51]([c:52]3[cH:53][c:54]([O:55][CH3:56])[cH:57][c:58]([O:59][CH3:60])[cH:61]3)=[CH:62][C:63]#[N:64])[cH:65][c:66]2[O:67][CH2:68][CH2:69]1>>[CH3:1][O:2][c:3]1[cH:4][c:5]([C:11]([c:13]2[cH:14][c:15]([O:23][CH3:24])[c:16]([O:21][CH3:22])[c:17]([O:19][CH3:20])[cH:18]2)=[CH:33][C:34]#[N:35])[cH:6][c:7]([O:9][CH3:10])[cH:8]1. Starting materials: BrC=1C=C(C=CC1)C(CSC#N)=O (2-(3-bromophenyl)-2-oxoethyl thiocyanate), [OH-].[Na+] (NaOH), Br (hydrogen bromide). The solvent is C(C)(=O)O (acetic acid). Run at time 17 hour. The product is BrC=1SC=C(N1)C1=CC(=CC=C1)Br (2-bromo-4-(3-bromophenyl)-1,3-thiazole). The yield is 83.0%. Reaction SMILES: [Br:1][C:2]1[CH:3]=[C:4]([C:8](=O)[CH2:9][S:10][C:11]#[N:12])[CH:5]=[CH:6][CH:7]=1.[OH-].[Na+].[BrH:16]>C(O)(=O)C>[Br:16][C:11]1[S:10][CH:9]=[C:8]([C:4]2[CH:5]=[CH:6][CH:7]=[C:2]([Br:1])[CH:3]=2)[N:12]=1 |f:1.2|. Procedure details: A suspension of 2-(3-bromophenyl)-2-oxoethyl thiocyanate (10.9075 g, 42.6 mmol), prepared in the previous step, in 64 mL of 30% hydrogen bromide in acetic acid was stirred under nitrogen at room temperature for 17 h. The yellow suspension was poured into 500 mL of 1 N NaOH (exotherm) and the mixture stirred at room temperature for 21 h. The solid present was collected by filtration, rinsed with water, ice-cold ethanol, hexane and then dried under high vacuum to give 2-bromo-4-(3-bromophenyl)-1,3... Starting materials: O1C(OCC1)CC[C@@H]1CC[C@H](CC1)[C@@H]1CC[C@H](CC1)C#N (trans-4-[trans-4-[2-(1,3-dioxolan-2-yl)ethyl]cyclohexyl]cyclohexanecarbonitrile), C(C)(=O)O (acetic acid), O1CCOCC1 (dioxan). The solvent is O (water), O (water). Run at temperature 100 celsius, time 1 hour. Yields the product C(#N)[C@@H]1CC[C@H](CC1)[C@@H]1CC[C@H](CC1)CCC=O (3-[trans-4-(trans-4-cyanocyclohexyl)cyclohexyl]-propionaldehyde). Isolated yield 77.8%. RXN SMILES: [O:1]1CCO[CH:2]1[CH2:6][CH2:7][C@H:8]1[CH2:13][CH2:12][C@H:11]([C@H:14]2[CH2:19][CH2:18][C@H:17]([C:20]#[N:21])[CH2:16][CH2:15]2)[CH2:10][CH2:9]1.C(O)(=O)C.O1CCOCC1>O>[C:20]([C@H:17]1[CH2:16][CH2:15][C@H:14]([C@H:11]2[CH2:12][CH2:13][C@H:8]([CH2:7][CH2:6][CH:2]=[O:1])[CH2:9][CH2:10]2)[CH2:19][CH2:18]1)#[N:21]. Procedure details: 3.0 g of crude trans-4-[trans-4-[2-(1,3-dioxolan-2-yl)ethyl]cyclohexyl]cyclohexanecarbonitrile were suspended in 50 ml of water, 25 ml of glacial acetic acid and 10 ml of dioxan while gassing with argon and stirred at 100° C. for 1 hour. Thereafter, the reaction solution was treated with 100 ml of water. The aqueous phase was separated and extracted three times with 100 ml of diethyl ether each time. The organic phases were washed with 100 ml of dilute sodium hydrogen carbonate solution and with...